describe an organic reaction: reactants, conditions, products, and yield From a dataset of the Open Reaction Database (ORD), a public repository of structured organic reaction records. Starting materials: O=C([O-])O, ClC(Cl)Cl, [Na+], COc1ccc(Br)cc1C(O)c1cc2ccccc2s1. Yields the product COc1ccc(Br)cc1Cc1cc2ccccc2s1. Reaction SMILES: [C:21](=[O:22])([OH:23])[O-:24].[CH:26]([Cl:27])([Cl:28])[Cl:29].[Na+:25].[s:1]1[c:2]([CH:10]([OH:11])[c:12]2[c:13]([O:19][CH3:20])[cH:14][cH:15][c:16]([Br:18])[cH:17]2)[cH:3][c:4]2[c:5]1[cH:6][cH:7][cH:8][cH:9]2>>[s:1]1[c:2]([CH2:10][c:12]2[c:13]([O:19][CH3:20])[cH:14][cH:15][c:16]([Br:18])[cH:17]2)[cH:3][c:4]2[c:5]1[cH:6][cH:7][cH:8][cH:9]2.